From a dataset of the Open Reaction Database (ORD), a public repository of structured organic reaction records. describe an organic reaction: reactants, conditions, products, and yield Procedure details: A mixture of methyl 3-bromobenzoate (1.0 g, 4.7 mmol), 2-(dicyclohexylphosphino)-2′-(N,N-dimethylamino)biphenyl (0.037 g, 0.093 mmol), tris(dibenzylidineacetone)dipalladium (0) (0.021 g, 0.023 mmol), anhydrous K3PO4 (1.4 g, 6.5 mmol) in 9.3 mL toluene under argon was added (S)—N,N-dimethylpyrrolidin-3-amine (0.71 mL, 5.6 mmol). The reaction was sealed and heated to 80 deg. C. for 3 days. The reaction was cooled to ambient temperature, was diluted with ethyl acetate, and filtered through celite. ... RXN SMILES: Br[C:2]1[CH:3]=[C:4]([CH:9]=[CH:10][CH:11]=1)[C:5]([O:7][CH3:8])=[O:6].C1(P(C2CCCCC2)C2C=CC=CC=2C2C=CC=CC=2N(C)C)CCCCC1.[O-]P([O-])([O-])=O.[K+].[K+].[K+].[CH3:48][N:49]([CH3:55])[C@H:50]1[CH2:54][CH2:53][NH:52][CH2:51]1>C1(C)C=CC=CC=1.C(OCC)(=O)C>[CH3:48][N:49]([CH3:55])[C@H:50]1[CH2:54][CH2:53][N:52]([C:2]2[CH:3]=[C:4]([CH:9]=[CH:10][CH:11]=2)[C:5]([O:7][CH3:8])=[O:6])[CH2:51]1 |f:2.3.4.5|. Reactants: BrC=1C=C(C(=O)OC)C=CC1 (methyl 3-bromobenzoate), C1(CCCCC1)P(C1=C(C=CC=C1)C1=C(C=CC=C1)N(C)C)C1CCCCC1 (2-(dicyclohexylphosphino)-2′-(N,N-dimethylamino)biphenyl), tris(dibenzylidineacetone)dipalladium (0), [O-]P(=O)([O-])[O-].[K+].[K+].[K+] (K3PO4), CN([C@@H]1CNCC1)C ((S)—N,N-dimethylpyrrolidin-3-amine). Reaction conditions: time 3 day. The product is CN([C@@H]1CN(CC1)C=1C=C(C(=O)OC)C=CC1)C ((S)-methyl 3-(3-(dimethylamino)pyrrolidin-1-yl)benzoate). The solvent is C1(=CC=CC=C1)C (toluene), C(C)(=O)OCC (ethyl acetate). The reactants are BrC=1C=C(OCCNCCN)C=CC1 (N1-(2-(3-bromophenoxy)ethyl)ethane-1,2-diamine), FC(C(=O)OCC)(F)F (ethyl trifluoroacetate), resultant solution. Solvent: O1CCCC1 (tetrahydrofuran). Run at time 15 minute. The product is BrC=1C=C(OCCNCCNC(C(F)(F)F)=O)C=CC1 (N-{2-[2-(3-Bromo-phenoxy)-ethylamino]-ethyl}-2,2,2-trifluoro-acetamide), yellow solid. Reaction SMILES: [Br:1][C:2]1[CH:3]=[C:4]([CH:12]=[CH:13][CH:14]=1)[O:5][CH2:6][CH2:7][NH:8][CH2:9][CH2:10][NH2:11].[F:15][C:16]([F:23])([F:22])[C:17](OCC)=[O:18]>O1CCCC1>[Br:1][C:2]1[CH:3]=[C:4]([CH:12]=[CH:13][CH:14]=1)[O:5][CH2:6][CH2:7][NH:8][CH2:9][CH2:10][NH:11][C:17](=[O:18])[C:16]([F:23])([F:22])[F:15]. Procedure: To a stirred, 0° C., solution of N1-(2-(3-bromophenoxy)ethyl)ethane-1,2-diamine (4.7 g, 17.9 mmol) in anhydrous tetrahydrofuran (180 mL) was added ethyl trifluoroacetate [383-63-1] (2.1 mL, 17.9 mmol). The resultant solution was allowed to stir under N2 blanket for 15 minutes then evaporated to dryness to obtain N-{2-[2-(3-Bromo-phenoxy)-ethylamino]-ethyl}-2,2,2-trifluoro-acetamide as 6.3 g of yellow solid. LRMS (ESI) m/z 355.1/357.1 [(M+H)]+, calc'd for C12H14BrF3N2O2: 355.16. Starting materials: C1(=CC=C(C=C1)S(=O)(=O)O)C (p-toluenesulphonic acid). Run in C1(=CC=CC=C1)C (toluene). Product: CC1C(=CC2=CC=CC=C12)C (1,2-dimethylindene). Yield: 74.0%. Reaction SMILES: [C:1]1([CH3:11])[CH:6]=[CH:5][C:4](S(O)(=O)=O)=[CH:3][CH:2]=1>C1(C)C=CC=CC=1>[CH3:6][CH:1]1[C:6]2[C:1](=[CH:2][CH:3]=[CH:4][CH:5]=2)[CH:11]=[C:2]1[CH3:3]. Procedure details: A 200 ml four-necked flask equipped with a reflux tube, a thermometer and a dropping funnel was thoroughly purged with nitrogen and dried. To the flask, methylmagnesium bromide (3.0 mol/l ether solution) (16.9 ml, 50.7 mmol) and dehydrated ether (50 ml) were introduced. To the flask, a solution of 2-methyl-1-indanon (3.70 g, 25.3 mmol) in dehydrate ether (20 ml) was dropwise added at room temperature with stirring. Then, the reaction mixture was stirred for 2 hours and poured into cold water. Th... Reactants: COC(=O)O[C@H]1C[C@@H](CC2=CC=C3[C@@H]4CC[C@H](C(C)C(=O)OC)[C@]4(CC[C@@H]3[C@@]12C)C)OC(=O)OC (Methyl 1α,3β-bis(methoxycarbonyloxy)pregna-5,7-diene-20-carboxylate), [H-].[Al+3].[Li+].[H-].[H-].[H-] (lithium aluminum hydride), S(=O)(=O)([O-])[O-].[Na+].[Na+] (sodium sulfate). Reaction conditions: time 30 minute. The yield is 117.3%. Procedure: Methyl 1α,3β-bis(methoxycarbonyloxy)pregna-5,7-diene-20-carboxylate (70 mg) was added to a suspension of 10 mg of lithium aluminum hydride in 5 ml of tetrahydrofuran with ice cooling and the mixture was stirred with ice cooling for 30 minutes. The resulting reaction mixture was diluted with diethyl ether and the excess reducing agent was decomposed with a saturated aqueous solution of sodium sulfate. The insoluble matter was filtered off and washed well with ethyl acetate. The filtrate and washi... The solvent is C(C)OCC (diethyl ether), O1CCCC1 (tetrahydrofuran). The product is CC(CO)[C@H]1CC[C@H]2C3=CC=C4C[C@H](C[C@@H]([C@]4(C)[C@H]3CC[C@]12C)O)O (20-methylpregna-5,7-diene-1α,3β,21-triol). Reaction SMILES: COC([O:5][C@@H:6]1[C@@:28]2([CH3:29])[C:10](=[CH:11][CH:12]=[C:13]3[C@@H:27]2[CH2:26][CH2:25][C@@:24]2([CH3:30])[C@H:14]3[CH2:15][CH2:16][C@@H:17]2[CH:18]([C:20](OC)=[O:21])[CH3:19])[CH2:9][C@@H:8]([O:31]C(OC)=O)[CH2:7]1)=O.[H-].[Al+3].[Li+].[H-].[H-].[H-].S([O-])([O-])(=O)=O.[Na+].[Na+]>O1CCCC1.C(OCC)C>[CH3:19][CH:18]([C@@H:17]1[C@:24]2([CH3:30])[C@H:14]([C:13]3[C@H:27]([CH2:26][CH2:25]2)[C@:28]2([CH3:29])[C:10]([CH2:9][C@@H:8]([OH:31])[CH2:7][C@@H:6]2[OH:5])=[CH:11][CH:12]=3)[CH2:15][CH2:16]1)[CH2:20][OH:21] |f:1.2.3.4.5.6,7.8.9|. RXN SMILES: [BH4-].[Na+].[C:3]([C:8]1[C:9](=[O:17])[CH2:10][CH:11]([CH:15]=[O:16])[CH2:12][C:13]=1[OH:14])(=[O:7])[CH2:4][CH2:5][CH3:6]>O1CCCC1.O>[C:3]([C:8]1[C:13](=[O:14])[CH2:12][CH:11]([CH2:15][OH:16])[CH2:10][C:9]=1[OH:17])(=[O:7])[CH2:4][CH2:5][CH3:6] |f:0.1|. Yields the product C(CCC)(=O)C=1C(CC(CC1O)CO)=O (2-butyryl-3-hydroxy-5-hydroxymethylcyclohex-2-en-1-one). Isolated yield 74.3%. Reactants: [BH4-].[Na+] (sodium borohydride), C(CCC)(=O)C=1C(CC(CC1O)C=O)=O (2-butyryl-5-formyl-3-hydroxycyclohex-2-en-1-one). The solvent is O1CCCC1 (tetrahydrofuran), O (water). Procedure: 0.1 g of sodium borohydride was added to 2.0 g of 2-butyryl-5-formyl-3-hydroxycyclohex-2-en-1-one in 30 ml of aqueous tetrahydrofuran; the mixture was stirred for 2 hours at 25° C. The mixture was then diluted with water, extracted several times with diethyl ether, dried and concentrated. There was obtained 1.5 g of 2-butyryl-3-hydroxy-5-hydroxymethylcyclohex-2-en-1-one (compound no. 3). Reaction conditions: temperature 25 celsius, time 2 hour.